This data is from the Open Reaction Database (ORD), a public repository of structured organic reaction records. The task is: describe an organic reaction: reactants, conditions, products, and yield Starting materials: Cl, N#CCOc1cccc2ccn(Cc3cccc(C4OCCO4)c3)c12, C1CCOC1, O. The product is N#CCOc1cccc2ccn(Cc3cccc(C=O)c3)c12. Reaction SMILES: [ClH:31].[O:1]1[CH:2]([c:6]2[cH:7][c:8]([CH2:9][n:10]3[cH:11][cH:12][c:13]4[cH:14][cH:15][cH:16][c:17]([O:19][CH2:20][C:21]#[N:22])[c:18]34)[cH:23][cH:24][cH:25]2)[O:5][CH2:4][CH2:3]1.[O:26]1[CH2:27][CH2:28][CH2:29][CH2:30]1.[OH2:32]>>[O:1]=[CH:2][c:6]1[cH:7][c:8]([CH2:9][n:10]2[cH:11][cH:12][c:13]3[cH:14][cH:15][cH:16][c:17]([O:19][CH2:20][C:21]#[N:22])[c:18]23)[cH:23][cH:24][cH:25]1. Starting materials: O=Cc1sccc1Br, O, OCCO, Cc1ccc(S(=O)(=O)O)cc1, c1ccccc1. The product is Brc1ccsc1C1OCCO1. RXN SMILES: [Br:1][c:2]1[c:3]([CH:7]=[O:8])[s:4][cH:5][cH:6]1.[OH2:30].[OH:9][CH2:10][CH2:11][OH:12].[c:19]1([CH3:20])[cH:21][cH:22][c:23]([S:24]([OH:25])(=[O:26])=[O:27])[cH:28][cH:29]1.[cH:13]1[cH:14][cH:15][cH:16][cH:17][cH:18]1>>[Br:1][c:2]1[c:3]([CH:7]2[O:8][CH2:11][CH2:10][O:9]2)[s:4][cH:5][cH:6]1. The reactants are [Li]CCCC, CCOC(=O)C(C(C)C)P(=O)(OC)OC, CC(C)=CCCC(C)=CC=O, CCCCCC, [Cl-], [NH4+], C1CCOC1. The product is CCOC(=O)C(=CC=C(C)CCC=C(C)C)C(C)C. As a reaction SMILES: [CH2:16]([Li:17])[CH2:18][CH2:19][CH3:20].[CH3:1][O:2][P:3]([O:4][CH3:5])(=[O:6])[CH:7]([C:8](=[O:9])[O:10][CH2:11][CH3:12])[CH:13]([CH3:14])[CH3:15].[CH3:21][C:22]([CH3:23])=[CH:24][CH2:25][CH2:26][C:27]([CH3:28])=[CH:29][CH:30]=[O:31].[CH3:39][CH2:40][CH2:41][CH2:42][CH2:43][CH3:44].[Cl-:32].[NH4+:33].[O:34]1[CH2:35][CH2:36][CH2:37][CH2:38]1>>[C:7]([C:8](=[O:9])[O:10][CH2:11][CH3:12])([CH:13]([CH3:14])[CH3:15])=[CH:30][CH:29]=[C:27]([CH2:26][CH2:25][CH:24]=[C:22]([CH3:21])[CH3:23])[CH3:28]. The reactants are ClCCl, Cc1nc(-c2ccccc2)cc(-c2cccc([N+](=O)[O-])c2)c1C(=O)O, CN(C)CCN, CN(C)C=O, [Na+], [OH-], O, O=S(Cl)Cl. Product: Cc1nc(-c2ccccc2)cc(-c2cccc([N+](=O)[O-])c2)c1C(=O)NCCN(C)C. As a reaction SMILES: [CH2:38]([Cl:39])[Cl:40].[CH3:1][c:2]1[n:3][c:4](-[c:20]2[cH:21][cH:22][cH:23][cH:24][cH:25]2)[cH:5][c:6](-[c:11]2[cH:12][c:13]([N+:17](=[O:18])[O-:19])[cH:14][cH:15][cH:16]2)[c:7]1[C:8](=[O:9])[OH:10].[CH3:30][N:31]([CH2:32][CH2:33][NH2:34])[CH3:35].[CH3:42][N:43]([CH3:44])[CH:45]=[O:46].[Na+:37].[OH-:36].[OH2:41].[S:26]([Cl:27])([Cl:28])=[O:29]>>[CH3:1][c:2]1[n:3][c:4](-[c:20]2[cH:21][cH:22][cH:23][cH:24][cH:25]2)[cH:5][c:6](-[c:11]2[cH:12][c:13]([N+:17](=[O:18])[O-:19])[cH:14][cH:15][cH:16]2)[c:7]1[C:8](=[O:9])[NH:34][CH2:33][CH2:32][N:31]([CH3:30])[CH3:35]. The reactants are ClCCl, O=C(O)C(F)(F)F, CC(C)(C)OC(=O)N1CCn2c(nnc2-c2ccccn2)C1. The product is c1ccc(-c2nnc3n2CCNC3)nc1. Reaction SMILES: [Cl:30][CH2:31][Cl:32].[F:23][C:24]([F:25])([F:26])[C:27]([OH:28])=[O:29].[n:1]1[c:2](-[c:7]2[n:8][n:9][c:10]3[n:11]2[CH2:12][CH2:13][N:14]([C:16]([O:17][C:18]([CH3:19])([CH3:20])[CH3:21])=[O:22])[CH2:15]3)[cH:3][cH:4][cH:5][cH:6]1>>[n:1]1[c:2](-[c:7]2[n:8][n:9][c:10]3[n:11]2[CH2:12][CH2:13][NH:14][CH2:15]3)[cH:3][cH:4][cH:5][cH:6]1.